From a dataset of the Open Reaction Database (ORD), a public repository of structured organic reaction records. describe an organic reaction: reactants, conditions, products, and yield The reactants are CNCCNC (N1,N2-dimethylethane-1,2-diamine), C(C)(C)(C)OC(OC(C)(C)C)=O (di-tert-butylcarbonate). The solvent is C(Cl)Cl (CH2Cl2), C(Cl)Cl (CH2Cl2), C(Cl)Cl (CH2Cl2). Run at temperature 0 celsius, time 30 minute. Product: CN(C(OC(C)(C)C)=O)CCNC (tert-butyl methyl(2-(methylamino)ethyl)carbamate). RXN SMILES: [CH3:1][NH:2][CH2:3][CH2:4][NH:5][CH3:6].[C:7]([O:11][C:12](=O)[O:13]C(C)(C)C)([CH3:10])([CH3:9])[CH3:8]>C(Cl)Cl>[CH3:1][N:2]([CH2:3][CH2:4][NH:5][CH3:6])[C:12](=[O:13])[O:11][C:7]([CH3:10])([CH3:9])[CH3:8]. Reported procedure: tert-Butyl methyl(2-(methylamino)ethyl)carbamate was prepared as follows: N1,N2-dimethylethane-1,2-diamine (40 mmol) was dissolved in 100 mL of CH2Cl2 and cooled to 0° C. A solution of di-tert-butylcarbonate (4.0 mmol) in CH2Cl2 (10 mL) was then added dropwise at 0° C. over a period of 15 min. The resulting reaction mixture was stirred at 0° C. for 30 min and then warmed to room temperature. After stirring at room temperature for 2 h, the reaction mixture was diluted with CH2Cl2 (100 mL). The or... The reactants are ClC=1C=CC2=C(N=C(S2)S)C1 (5-chloro-2-mercaptobenzothiazole), BrC(C(=O)O)C1=CC=CC=C1 (α-bromophenylacetic acid), C(C)(=O)O (acetic acid). Solvent: CC(=O)C (acetone). Run at time 8 hour. Product: ClC=1C=CC2=C(N=C(S2)SC(C(=O)O)C2=CC=CC=C2)C1 (α-(5-Chlorobenzothiazol-2-ylthio)benzene acetic acid). Isolated yield 77.3%. As a reaction SMILES: [Cl:1][C:2]1[CH:3]=[CH:4][C:5]2[S:9][C:8]([SH:10])=[N:7][C:6]=2[CH:11]=1.Br[CH:13]([C:17]1[CH:22]=[CH:21][CH:20]=[CH:19][CH:18]=1)[C:14]([OH:16])=[O:15].C(O)(=O)C>CC(C)=O>[Cl:1][C:2]1[CH:3]=[CH:4][C:5]2[S:9][C:8]([S:10][CH:13]([C:17]3[CH:22]=[CH:21][CH:20]=[CH:19][CH:18]=3)[C:14]([OH:16])=[O:15])=[N:7][C:6]=2[CH:11]=1. Reported procedure: 50.0 g (0.248 m) 5-chloro-2-mercaptobenzothiazole and 53.0 g (0.248 m) α-bromophenylacetic acid are dissolved in 1.5 l acetone and the solution is heated for 4 hours in the presence of 50 ml glacial acetic acid. The solution is concentrated to a smaller volume (about 200 ml) and the residual solid (90 g) is collected. The resulting salt is suspended in 1 l of water and the mixture is stirred at room temperature overnight. The collected solid is recrystallized from 2.5 l acetonitrile to give a to... Yields the product CN1C(CCC1)C(=O)OC (methyl 1-methylpyrrolidine-2-carboxylate). Reaction conditions: time 2 hour. Procedure details: Methyl pyrrolidine-2-carboxylate 10b crude product (5 g) was dissolved in 100 mL of methanol. The solution was cooled to 0˜5° C. in an ice-water bath, followed by addition of 13 mL of 40% formaldehyde. The reaction mixture was warmed up to room temperature and stirred for 2 hours, then cooled to 0˜5° C. in an ice-water bath, and sodium cyanoborohydride (5.45 g, 87.20 mmol) was added in batches. The reaction mixture was warmed up to room temperature and stirred for 24 hours. The mixture was conce... As a reaction SMILES: [CH3:1][O:2][C:3]([CH:5]1[CH2:9][CH2:8][CH2:7][NH:6]1)=[O:4].C=O.[C:12]([BH3-])#N.[Na+]>CO>[CH3:12][N:6]1[CH2:7][CH2:8][CH2:9][CH:5]1[C:3]([O:2][CH3:1])=[O:4] |f:2.3|. The solvent is CO (methanol). Starting materials: C(#N)[BH3-].[Na+] (sodium cyanoborohydride), COC(=O)C1NCCC1 (methylpyrrolidine-2-carboxylate), crude product, C=O (formaldehyde). The reactants are C[Si](C)(C)C=[N+]=[N-], CCOC(C)=O, CCO, Cc1c(Br)ccc(C(=O)O)c1N. The product is COC(=O)c1ccc(Br)c(C)c1N. RXN SMILES: [CH3:1][Si:2]([CH:3]=[N+:4]=[N-:5])([CH3:6])[CH3:7].[CH3:20][CH2:21][O:22][C:23](=[O:24])[CH3:25].[CH3:26][CH2:27][OH:28].[NH2:8][c:9]1[c:10]([C:11](=[O:12])[OH:13])[cH:14][cH:15][c:16]([Br:19])[c:17]1[CH3:18]>>[CH3:1][O:13][C:11]([c:10]1[c:9]([NH2:8])[c:17]([CH3:18])[c:16]([Br:19])[cH:15][cH:14]1)=[O:12]. Reactants: OCC(=O)[C@@H](O)[C@H](O)[C@@H](O)CO (L-(-)-sorbose), C(CCCCCCCCCCC)OS(=O)(=O)C1=CC=CC=C1.[Na] (sodium laurylbenzenesulfonate), O (water), Cl (hydrogen chloride). The reagents and catalysts are [Cl-].C(CCCCCCCCCCCCCCC)[N+](C)(C)C (cetyltrimethylammonium chloride). Solvent: C1(=CC=CC=C1)C (toluene). Yields the product ClCC1=CC=C(C=O)O1 (5-chloromethylfurfural). RXN SMILES: [OH:1][CH2:2][C:3]([C@H:5]([C@@H:7]([C@H:9]([CH2:11]O)[OH:10])O)O)=O.C(OS(C1C=CC=CC=1)(=O)=O)CCCCCCCCCCC.[Na].O.[ClH:37]>[Cl-].C([N+](C)(C)C)CCCCCCCCCCCCCCC.C1(C)C=CC=CC=1>[Cl:37][CH2:11][C:9]1[O:10][C:3]([CH:2]=[O:1])=[CH:5][CH:7]=1 |f:1.2,5.6,^1:34|. Reported procedure: To a three-necked flask equipped with a condenser and a stirrer were added 2.5 g (0.014 mole) of a commercially available L-(-)-sorbose and two kinds of surface active agent, i.e., 47.1 mg (0.00014 mole) of cetyltrimethylammonium chloride and 51.3 mg (0.00014 mole) of sodium laurylbenzenesulfonate. Then, 2.5 ml of water and 15 ml of toluene were added thereto and the mixture was stirred. Thereafter, a molar excess of hydrogen chloride was passed through the mixture at room temperature for about ... Starting materials: FC(C1=CC(=NC=2N1N=CC2C(=O)O)C2=CC(=C(C=C2)C(F)(F)F)C)F (7-difluoromethyl-5-(3-methyl-4-trifluoromethyl-phenyl)-pyrazolo[1,5-a]pyrimidine-3-carboxylic acid), S(N)(=O)(=O)C=1C=C(C=CC1)N (3-sulfamoyl-phenylamine). Yields the product S(N)(=O)(=O)C=1C=C(C=CC1)NC(=O)C=1C=NN2C1N=C(C=C2C(F)F)C2=CC(=C(C=C2)C(F)(F)F)C (7-Difluoromethyl-5-(3-methyl-4-trifluoromethyl-phenyl)-pyrazolo[1,5-a]pyrimidine-3-carboxylic acid(3-sulfamoyl-phenyl)-amide). Reaction SMILES: [F:1][CH:2]([F:26])[C:3]1[N:8]2[N:9]=[CH:10][C:11]([C:12]([OH:14])=O)=[C:7]2[N:6]=[C:5]([C:15]2[CH:20]=[CH:19][C:18]([C:21]([F:24])([F:23])[F:22])=[C:17]([CH3:25])[CH:16]=2)[CH:4]=1.[S:27]([C:31]1[CH:32]=[C:33]([NH2:37])[CH:34]=[CH:35][CH:36]=1)(=[O:30])(=[O:29])[NH2:28]>>[S:27]([C:31]1[CH:32]=[C:33]([NH:37][C:12]([C:11]2[CH:10]=[N:9][N:8]3[C:3]([CH:2]([F:1])[F:26])=[CH:4][C:5]([C:15]4[CH:20]=[CH:19][C:18]([C:21]([F:24])([F:23])[F:22])=[C:17]([CH3:25])[CH:16]=4)=[N:6][C:7]=23)=[O:14])[CH:34]=[CH:35][CH:36]=1)(=[O:29])(=[O:30])[NH2:28]. Procedure: The title compound was prepared from 7-difluoromethyl-5-(3-methyl-4-trifluoromethyl-phenyl)-pyrazolo[1,5-a]pyrimidine-3-carboxylic acid (example C.5) and 3-sulfamoyl-phenylamine [commercially available] according to general procedure II. Yellow solid. MS (ISP) 524.0 [(M−H)−]; mp 252° C.